This data is from the Open Reaction Database (ORD), a public repository of structured organic reaction records. The task is: describe an organic reaction: reactants, conditions, products, and yield The reactants are OO (hydrogen peroxide), NC(=C(C(N)=S)C#N)N(CCC)CCC (3-amino-2-cyano-3-(dipropylamino)propenethioamide), O (water). Solvent: C(C)O (ethanol). The product is NC1=C(C(=NS1)N(CCC)CCC)C#N (5-amino-4-cyano-3-(dipropylamino)isothiazole). The yield is 73.6%. Reaction SMILES: [NH2:1][C:2]([N:9]([CH2:13][CH2:14][CH3:15])[CH2:10][CH2:11][CH3:12])=[C:3]([C:7]#[N:8])[C:4](=[S:6])[NH2:5].OO.O>C(O)C>[NH2:5][C:4]1[S:6][N:1]=[C:2]([N:9]([CH2:10][CH2:11][CH3:12])[CH2:13][CH2:14][CH3:15])[C:3]=1[C:7]#[N:8]. Reported procedure: A solution of 9.6 g of 3-amino-2-cyano-3-(dipropylamino)propenethioamide in 50 ml of ethanol was heated to reflux temperature and 5 ml of 30% hydrogen peroxide (1.4 g H2O2) were added at such a rate as to maintain reflux. After complete addition the reaction mixture was heated under reflux during 10 minutes. To the reaction mixture was added 40 ml of water, which was then allowed to cool to ambient temperature. The solid precipitate was collected by filtration, and recrystallized from acetonitri...